From a dataset of the Open Reaction Database (ORD), a public repository of structured organic reaction records. describe an organic reaction: reactants, conditions, products, and yield Starting materials: CCOC(C)=O, O=C(Cl)Cl, CCC(Oc1ccccc1)c1nnc(N)s1. Product: CCC(Oc1ccccc1)c1nnc(N=C=O)s1. RXN SMILES: [CH2:21]([O:22][C:23](=[O:24])[CH3:25])[CH3:26].[Cl:17][C:18]([Cl:19])=[O:20].[O:1]([c:2]1[cH:3][cH:4][cH:5][cH:6][cH:7]1)[CH:8]([CH2:9][CH3:10])[c:11]1[n:12][n:13][c:14]([NH2:16])[s:15]1>>[O:1]([c:2]1[cH:3][cH:4][cH:5][cH:6][cH:7]1)[CH:8]([CH2:9][CH3:10])[c:11]1[n:12][n:13][c:14]([N:16]=[C:18]=[O:20])[s:15]1.